Dataset: the Open Reaction Database (ORD), a public repository of structured organic reaction records. Task: describe an organic reaction: reactants, conditions, products, and yield Reactants: C(C1=CC(OC)=C(OC)C=C1)C#N (veratryl cyanide), CN (methylamine). The reagents and catalysts are [Ni] (nickel). Yields the product C(CC1=CC(OC)=C(OC)C=C1)N (Homoveratrylamine). Reaction SMILES: [CH2:1]([C:12]#[N:13])[C:2]1[CH:11]=[CH:10][C:7]([O:8][CH3:9])=[C:4]([O:5][CH3:6])[CH:3]=1.CN>[Ni]>[CH2:12]([NH2:13])[CH2:1][C:2]1[CH:11]=[CH:10][C:7]([O:8][CH3:9])=[C:4]([O:5][CH3:6])[CH:3]=1. Procedure details: DE-A-33 38 681 discloses the catalytic hydrogenation of veratryl cyanide with a ten-fold molar excess of methylamine on a nickel catalyst. Homoveratrylamine is obtained as byproduct with more than 3% selectivity and has to be removed by adding benzaldehyde. Reactants: CCOC(=O)CBr, O=C([O-])[O-], CC#N, [Cs+], [Cs+], CC(C)(C)OC(=O)NC(CO)c1cccc(F)c1. Yields the product CCOC(=O)COCC(NC(=O)OC(C)(C)C)c1cccc(F)c1. As a reaction SMILES: [Br:25][CH2:26][C:27](=[O:28])[O:29][CH2:30][CH3:31].[C:19](=[O:20])([O-:21])[O-:22].[CH3:32][C:33]#[N:34].[Cs+:23].[Cs+:24].[F:1][c:2]1[cH:3][c:4]([CH:8]([CH2:9][OH:10])[NH:11][C:12]([O:13][C:14]([CH3:15])([CH3:16])[CH3:17])=[O:18])[cH:5][cH:6][cH:7]1>>[F:1][c:2]1[cH:3][c:4]([CH:8]([CH2:9][O:10][CH2:26][C:27](=[O:28])[O:29][CH2:30][CH3:31])[NH:11][C:12]([O:13][C:14]([CH3:15])([CH3:16])[CH3:17])=[O:18])[cH:5][cH:6][cH:7]1. The reactants are O=C([O-])[O-], CCOC(=O)c1cn(Cc2ccccc2)nc1O, CN(C)C=O, Cc1oc(-c2ccco2)nc1COc1ccc(CCl)cc1Cl, [K+], [K+], O. Yields the product CCOC(=O)c1cn(Cc2ccccc2)nc1OCc1ccc(OCc2nc(-c3ccco3)oc2C)c(Cl)c1. Reaction SMILES: [C:41](=[O:42])([O-:43])[O-:44].[CH2:23]([c:24]1[cH:25][cH:26][cH:27][cH:28][cH:29]1)[n:30]1[n:31][c:32]([OH:40])[c:33]([C:35](=[O:36])[O:37][CH2:38][CH3:39])[cH:34]1.[CH3:47][N:48]([CH3:49])[CH:50]=[O:51].[Cl:1][c:2]1[c:3]([O:4][CH2:5][c:6]2[n:7][c:8](-[c:12]3[o:13][cH:14][cH:15][cH:16]3)[o:9][c:10]2[CH3:11])[cH:17][cH:18][c:19]([CH2:21][Cl:22])[cH:20]1.[K+:45].[K+:46].[OH2:52]>>[Cl:1][c:2]1[c:3]([O:4][CH2:5][c:6]2[n:7][c:8](-[c:12]3[o:13][cH:14][cH:15][cH:16]3)[o:9][c:10]2[CH3:11])[cH:17][cH:18][c:19]([CH2:21][O:40][c:32]2[n:31][n:30]([CH2:23][c:24]3[cH:25][cH:26][cH:27][cH:28][cH:29]3)[cH:34][c:33]2[C:35](=[O:36])[O:37][CH2:38][CH3:39])[cH:20]1. Reactants: CS(=O)(=O)Cl, O, CN(CCO)C(=O)OC(C)(C)C, c1ccncc1. The product is CN(CCOS(C)(=O)=O)C(=O)OC(C)(C)C. As a reaction SMILES: [CH3:1][S:2]([Cl:3])(=[O:4])=[O:5].[OH2:18].[OH:6][CH2:7][CH2:8][N:9]([C:10]([O:11][C:12]([CH3:13])([CH3:14])[CH3:15])=[O:16])[CH3:17].[cH:19]1[cH:20][cH:21][n:22][cH:23][cH:24]1>>[CH3:1][S:2](=[O:4])(=[O:5])[O:6][CH2:7][CH2:8][N:9]([C:10]([O:11][C:12]([CH3:13])([CH3:14])[CH3:15])=[O:16])[CH3:17]. Reactants: C1COCCN1, COCCOC, COc1cc2c(Nc3cc(O)c(Cl)cc3F)c(C#N)cnc2cc1OCCCl, [I-], [Na+]. Yields the product COc1cc2c(Nc3cc(O)c(Cl)cc3F)c(C#N)cnc2cc1OCCN1CCOCC1. As a reaction SMILES: [CH2:29]1[CH2:30][O:31][CH2:32][CH2:33][NH:34]1.[CH3:37][O:38][CH2:39][CH2:40][O:41][CH3:42].[Cl:1][c:2]1[cH:3][c:4]([F:28])[c:5]([NH:9][c:10]2[c:11]([C:26]#[N:27])[cH:12][n:13][c:14]3[cH:15][c:16]([O:22][CH2:23][CH2:24][Cl:25])[c:17]([O:20][CH3:21])[cH:18][c:19]23)[cH:6][c:7]1[OH:8].[I-:36].[Na+:35]>>[Cl:1][c:2]1[cH:3][c:4]([F:28])[c:5]([NH:9][c:10]2[c:11]([C:26]#[N:27])[cH:12][n:13][c:14]3[cH:15][c:16]([O:22][CH2:23][CH2:24][N:34]4[CH2:29][CH2:30][O:31][CH2:32][CH2:33]4)[c:17]([O:20][CH3:21])[cH:18][c:19]23)[cH:6][c:7]1[OH:8]. Reactants: C(C)(C)(C)OC(C(CCCC(=O)OC(C)(C)C)NC(C1=C(C=CC=C1)SSC1=C(C=CC=C1)C(NC(CCCC(=O)OC(C)(C)C)C(=O)OC(C)(C)C)=O)=O)=O (2-{2-[2-(1,4-bis-tert-butoxycarbonyl-butylcarbamoyl)phenyldisulfanyl]-benzoylamino}-hexanedioic acid di-tert-butyl ester), FC(C(=O)O)(F)F (trifluoroacetic acid), C1(=CC=CC=C1)OC (anisole). Solvent: ClCCl (dichloromethane). Product: C(=O)(O)C(CCCC(=O)O)NC(=O)C1=C(C=CC=C1)SSC1=C(C(=O)NC(C(=O)O)CCCC(=O)O)C=CC=C1 (2-{2-[2-(1,4-Dicarboxy-butylcarbamoyl)-phenyldisulfanyl]-benzoylamino}-hexanedioic acid). RXN SMILES: C([O:5][C:6](=[O:56])[CH:7]([NH:18][C:19](=[O:55])[C:20]1[CH:25]=[CH:24][CH:23]=[CH:22][C:21]=1[S:26][S:27][C:28]1[CH:33]=[CH:32][CH:31]=[CH:30][C:29]=1[C:34](=[O:54])[NH:35][CH:36]([C:47]([O:49]C(C)(C)C)=[O:48])[CH2:37][CH2:38][CH2:39][C:40]([O:42]C(C)(C)C)=[O:41])[CH2:8][CH2:9][CH2:10][C:11]([O:13]C(C)(C)C)=[O:12])(C)(C)C.FC(F)(F)C(O)=O.C1(OC)C=CC=CC=1>ClCCl>[C:6]([CH:7]([NH:18][C:19]([C:20]1[CH:25]=[CH:24][CH:23]=[CH:22][C:21]=1[S:26][S:27][C:28]1[CH:33]=[CH:32][CH:31]=[CH:30][C:29]=1[C:34]([NH:35][CH:36]([CH2:37][CH2:38][CH2:39][C:40]([OH:42])=[O:41])[C:47]([OH:49])=[O:48])=[O:54])=[O:55])[CH2:8][CH2:9][CH2:10][C:11]([OH:13])=[O:12])([OH:56])=[O:5]. Procedure details: This compound was prepared according to the procedure described in Example 50 using [S-(R*,R*)]-2-{2-[2-(1,4-bis-tert-butoxycarbonyl-butylcarbamoyl)phenyldisulfanyl]-benzoylamino}-hexanedioic acid di-tert-butyl ester (1.1 g, 1.4 mmol) from Example 10 mL dichloromethane, 10 mL trifluoroacetic acid, and 1 mL anisole. The crude product was recrystallized from methanol/dimethylformamide/water to afford 0.6 of the title compound, mp 259°-260° C. Starting materials: BrC1=NC=C(C=C1)C(F)(F)F (2-bromo-5-(trifluoromethyl)pyridine), C1(CC1)C=1N=CC(=NC1)OC1CC2N(CCNC2=O)C1 (7-(5-cyclopropylpyrazin-2-yloxy)hexahydropyrrolo[1,2-a]pyrazin-1(2H)-one), C1(=CC=CC=C1)P(C1=CC=CC=2C(C3=CC=CC(=C3OC12)P(C1=CC=CC=C1)C1=CC=CC=C1)(C)C)C1=CC=CC=C1 (4,5-bis(diphenylphosphino)-9,9-dimethylxanthene), C([O-])([O-])=O.[Cs+].[Cs+] (cesium carbonate). Reagents/catalysts: C(C)(=O)[O-].[Pd+2].C(C)(=O)[O-] (palladium(II) acetate). Run at temperature 110 celsius. Product: C1(CC1)C=1N=CC(=NC1)O[C@@H]1C[C@@H]2N(CCN(C2=O)C2=NC=C(C=C2)C(F)(F)F)C1 ((7R,8aS)-7-[(5-cyclopropylpyrazin-2-yl)oxy]-2-[5-(trifluoromethyl)pyridin-2-yl]hexahydropyrrolo[1,2-a]pyrazin-1(2H)-one). Isolated yield 25.5%. RXN SMILES: Br[C:2]1[CH:7]=[CH:6][C:5]([C:8]([F:11])([F:10])[F:9])=[CH:4][N:3]=1.[CH:12]1([C:15]2[N:16]=[CH:17][C:18]([O:21][CH:22]3[CH2:31][N:25]4[CH2:26][CH2:27][NH:28][C:29](=[O:30])[CH:24]4[CH2:23]3)=[N:19][CH:20]=2)[CH2:14][CH2:13]1.C1(P(C2C=CC=CC=2)C2C3OC4C(=CC=CC=4P(C4C=CC=CC=4)C4C=CC=CC=4)C(C)(C)C=3C=CC=2)C=CC=CC=1.C(=O)([O-])[O-].[Cs+].[Cs+]>C([O-])(=O)C.[Pd+2].C([O-])(=O)C>[CH:12]1([C:15]2[N:16]=[CH:17][C:18]([O:21][C@H:22]3[CH2:31][N:25]4[CH2:26][CH2:27][N:28]([C:2]5[CH:7]=[CH:6][C:5]([C:8]([F:11])([F:10])[F:9])=[CH:4][N:3]=5)[C:29](=[O:30])[C@@H:24]4[CH2:23]3)=[N:19][CH:20]=2)[CH2:14][CH2:13]1 |f:3.4.5,6.7.8|. Procedure details: A 4 mL vial was charged with 2-bromo-5-(trifluoromethyl)pyridine (99 mg, 0.437 mmol), 7-(5-cyclopropylpyrazin-2-yloxy)hexahydropyrrolo[1,2-a]pyrazin-1(2H)-one [3:1 (7R,8aS: 7R,8aR) diastereomer ratio](100 mg, 0.365 mmol) from Example 163 Step 3, palladium(II) acetate (4.09 mg, 0.018 mmol), 4,5-bis(diphenylphosphino)-9,9-dimethylxanthene (XANTPHOS, 21.09 mg, 0.036 mmol), and cesium carbonate (178 mg, 0.547 mmol). The mixture was purged with nitrogen, and anhydrous dioxane (0.5 mL) was added. The ...